This data is from the Open Reaction Database (ORD), a public repository of structured organic reaction records. The task is: describe an organic reaction: reactants, conditions, products, and yield Reported procedure: Under nitrogen atmosphere, to a solution of ethyl magnesium chloride in tetrahydrofuran (1.58 M, 95 ml) was added diethyl phosphite (6.91 g) under ice-cooling, and the mixture was stirred at room temperature for 1 hour. To the mixture was added benzyl bromide (7.2 ml), and the mixture was ref luxed for 4 hours. The reaction mixture was vigorously stirred and concentrated hydrochloric acid-ice was added to the mixture to stop the reaction. The mixture was extracted with diethylether and concentra... The reactants are C(C)[Mg]Cl (ethyl magnesium chloride), P(OCC)(OCC)[O-] (diethyl phosphite), O1CCCC1 (tetrahydrofuran), hydrochloric acid ice, C(C1=CC=CC=C1)Br (benzyl bromide). The product is C(C1=CC=CC=C1)P(CC)(CC)=O (benzyldiethylphosphine oxide). Conditions: time 1 hour. Reaction SMILES: [CH2:1]([Mg]Cl)[CH3:2].[P:5]([O-:12])(OCC)OCC.[CH2:13](Br)[C:14]1[CH:19]=[CH:18][CH:17]=[CH:16][CH:15]=1.O1CC[CH2:23][CH2:22]1>>[CH2:13]([P:5](=[O:12])([CH2:1][CH3:2])[CH2:22][CH3:23])[C:14]1[CH:19]=[CH:18][CH:17]=[CH:16][CH:15]=1.